Task: describe an organic reaction: reactants, conditions, products, and yield. Dataset: the Open Reaction Database (ORD), a public repository of structured organic reaction records Reactants: NC1=CC=C2CCN=CC2=C1 (7-amino-3,4-dihydroisoquinoline), IC (iodomethane). Run in CC(=O)C (acetone). Conditions: time 18 hour. Yields the product [I-].NC1=CC=C2CC[N+](=CC2=C1)C (7-Amino-2-methyl-3,4-dihydroisoquinolinium iodide). RXN SMILES: [NH2:1][C:2]1[CH:11]=[C:10]2[C:5]([CH2:6][CH2:7][N:8]=[CH:9]2)=[CH:4][CH:3]=1.[I:12][CH3:13]>CC(C)=O>[I-:12].[NH2:1][C:2]1[CH:11]=[C:10]2[C:5]([CH2:6][CH2:7][N+:8]([CH3:13])=[CH:9]2)=[CH:4][CH:3]=1 |f:3.4|. Reported procedure: 7-amino-3,4-dihydroisoquinoline (0.40 g, 2.74 mmol) in acetone (125 ml) was treated with iodomethane (0.50 ml, 8.03 mmol) and left stirring at room temperature for 18 h. The resultant yellow precipitate was collected by filtration and dried in vacuo at ambient temperature (0.73 g, 92%). m/z (API)=161 (M)+ Starting materials: Cc1c(Br)c(=O)n(CC(NC(=O)OC(C)(C)C)c2ccccc2)c(=O)n1Cc1c(F)cccc1C(F)(F)F, ClCCl, O=C(O)C(F)(F)F. Yields the product Cc1c(Br)c(=O)n(CC(N)c2ccccc2)c(=O)n1Cc1c(F)cccc1C(F)(F)F. RXN SMILES: [Br:1][c:2]1[c:3](=[O:38])[n:4]([CH2:22][CH:23]([c:24]2[cH:25][cH:26][cH:27][cH:28][cH:29]2)[NH:30][C:31]([O:32][C:33]([CH3:34])([CH3:35])[CH3:36])=[O:37])[c:5](=[O:21])[n:6]([CH2:9][c:10]2[c:11]([F:20])[cH:12][cH:13][cH:14][c:15]2[C:16]([F:17])([F:18])[F:19])[c:7]1[CH3:8].[Cl:39][CH2:40][Cl:41].[F:42][C:43]([F:44])([F:45])[C:46]([OH:47])=[O:48]>>[Br:1][c:2]1[c:3](=[O:38])[n:4]([CH2:22][CH:23]([c:24]2[cH:25][cH:26][cH:27][cH:28][cH:29]2)[NH2:30])[c:5](=[O:21])[n:6]([CH2:9][c:10]2[c:11]([F:20])[cH:12][cH:13][cH:14][c:15]2[C:16]([F:17])([F:18])[F:19])[c:7]1[CH3:8]. Reactants: C(C)OC(C(CC(C)C)C=1C=C(C=C(C1)OS(=O)(=O)C(F)(F)F)C1=CC=C(C=C1)C(F)(F)F)=O (4-Methyl-2-(5-trifluoromethanesulfonyloxy-4′-trifluoromethyl-biphenyl-3-yl)-pentanoic acid ethyl ester), FC1=CC=C(C=C1)B(O)O (4-fluoro-phenylboronic acid). RXN SMILES: C([O:3][C:4](=[O:34])[CH:5]([C:10]1[CH:11]=[C:12]([C:24]2[CH:29]=[CH:28][C:27]([C:30]([F:33])([F:32])[F:31])=[CH:26][CH:25]=2)[CH:13]=[C:14](OS(C(F)(F)F)(=O)=O)[CH:15]=1)[CH2:6][CH:7]([CH3:9])[CH3:8])C.[F:35][C:36]1[CH:41]=[CH:40][C:39](B(O)O)=[CH:38][CH:37]=1>>[F:35][C:36]1[CH:41]=[CH:40][C:39]([C:14]2[CH:15]=[C:10]([CH:5]([CH2:6][CH:7]([CH3:8])[CH3:9])[C:4]([OH:3])=[O:34])[CH:11]=[C:12]([C:24]3[CH:29]=[CH:28][C:27]([C:30]([F:33])([F:31])[F:32])=[CH:26][CH:25]=3)[CH:13]=2)=[CH:38][CH:37]=1. Procedure: The title compound was prepared from a Suzuki coupling of 4-Methyl-2-(5-trifluoromethanesulfonyloxy-4′-trifluoromethyl-biphenyl-3-yl)-pentanoic acid ethyl ester (intermediate Example 1g) with 4-fluoro-phenylboronic acid under the conditions described in Example 1; 1H NMR (400 MHz, CHLOROFORM-D) δ ppm 0.88-0.99 (m, 6H), 1.57 (ddd, J=13.33, 6.85, 6.72 Hz, 1H), 1.77 (ddd, J=13.88, 7.21, 7.03 Hz, 1H), 2.02-2.11 (m, 1H), 3.80 (t, J=7.70 Hz, 1H), 7.11-7.20 (m, 3H), 7.51-7.65 (m, 4H), 7.68-7.73 (m, 4H)... The product is FC1=CC=C(C=C1)C1=CC(=CC(=C1)C(C(=O)O)CC(C)C)C1=CC=C(C=C1)C(F)(F)F (2-(4-Fluoro-4″-trifluoromethyl-[1,1′;3′,1″]terphenyl-5′-yl)-4-methyl-pentanoic acid).